Dataset: the Open Reaction Database (ORD), a public repository of structured organic reaction records. Task: describe an organic reaction: reactants, conditions, products, and yield Starting materials: N1=C(C=CC=C1)CN1N=CC2=CC(=CC=C12)NC=1C2=C(N=CN1)SC1=C2CCNC1 (N-[1-(Pyridin-2-ylmethyl)-1H-indazol-5-yl]-5,6,7,8-tetrahydropyrido[4′,3′:4,5]thieno[2,3-d]-pyrimidin-4-amine), BrC/C=C/C(=O)O ((2E)-4-bromobut-2-enoic acid), Cl.O1CCNCCC1 (1,4-oxazepane hydrochloride). The product is O1CCN(CCC1)C/C=C/C(=O)N1CC2=C(C3=C(N=CN=C3NC=3C=C4C=NN(C4=CC3)CC3=NC=CC=C3)S2)CC1 (7-[(2E)-4-(1,4-Oxazepan-4-yl)but-2-enoyl]-N-[1-(pyridin-2-ylmethyl)-1H-indazol-5-yl]-5,6,7,8-tetrahydropyrido[4′,3′:4,5]thieno[2,3-d]pyrimidin-4-amine). RXN SMILES: [N:1]1[CH:6]=[CH:5][CH:4]=[CH:3][C:2]=1[CH2:7][N:8]1[C:16]2[C:11](=[CH:12][C:13]([NH:17][C:18]3[C:19]4[C:26]5[CH2:27][CH2:28][NH:29][CH2:30][C:25]=5[S:24][C:20]=4[N:21]=[CH:22][N:23]=3)=[CH:14][CH:15]=2)[CH:10]=[N:9]1.Br[CH2:32]/[CH:33]=[CH:34]/[C:35]([OH:37])=O.Cl.[O:39]1[CH2:45][CH2:44][CH2:43][NH:42][CH2:41][CH2:40]1>>[O:39]1[CH2:45][CH2:44][CH2:43][N:42]([CH2:32]/[CH:33]=[CH:34]/[C:35]([N:29]2[CH2:28][CH2:27][C:26]3[C:19]4[C:18]([NH:17][C:13]5[CH:12]=[C:11]6[C:16](=[CH:15][CH:14]=5)[N:8]([CH2:7][C:2]5[CH:3]=[CH:4][CH:5]=[CH:6][N:1]=5)[N:9]=[CH:10]6)=[N:23][CH:22]=[N:21][C:20]=4[S:24][C:25]=3[CH2:30]2)=[O:37])[CH2:41][CH2:40]1 |f:2.3|. Reported procedure: The title compound was synthesized in analogy to Example 130 from N-[1-(pyridin-2-ylmethyl)-1H-indazol-5-yl]-5,6,7,8-tetrahydropyrido[4′,3′:4,5]thieno[2,3-d]pyrimidin-4-amine from Example 62A (100 mg, 0.24 mmol), (2E)-4-bromobut-2-enoic acid (75 mg, 0.36 mmol) and 1,4-oxazepane hydrochloride (53 mg, 0.39 mmol) to yield 62 mg (42%).